Dataset: the Open Reaction Database (ORD), a public repository of structured organic reaction records. Task: describe an organic reaction: reactants, conditions, products, and yield The reactants are C(C1=CC=CC=C1)N1CC2=CC=C(C=C2C1)C=1C[C@@H](O[C@@H](C1)C)C (2-benzyl-5-((2S,6R)-2,6-dimethyl-3,6-dihydro-2H-pyran-4-yl)-2,3-dihydro-1H-isoindole), [H][H] (hydrogen). The product is C[C@@H]1O[C@@H](CC(C1)C=1C=C2CNCC2=CC1)C (5-((2S,6R)-2,6-Dimethyl-tetrahydro-pyran-4-yl)-2,3-dihydro-1H-isoindole). As a reaction SMILES: C([N:8]1[CH2:16][C:15]2[C:10](=[CH:11][CH:12]=[C:13]([C:17]3[CH2:18][C@H:19]([CH3:24])[O:20][C@H:21]([CH3:23])[CH:22]=3)[CH:14]=2)[CH2:9]1)C1C=CC=CC=1.[H][H]>>[CH3:23][C@H:21]1[CH2:22][CH:17]([C:13]2[CH:14]=[C:15]3[C:10](=[CH:11][CH:12]=2)[CH2:9][NH:8][CH2:16]3)[CH2:18][C@@H:19]([CH3:24])[O:20]1. Procedure details: Prepared in analogy to Example A62(c) from 2-benzyl-5-((2S,6R)-2,6-dimethyl-3,6-dihydro-2H-pyran-4-yl)-2,3-dihydro-1H-isoindole and hydrogen. Brown oil. MS (m/e): 232.1 ([M+H]+, 100%).